From a dataset of the Open Reaction Database (ORD), a public repository of structured organic reaction records. describe an organic reaction: reactants, conditions, products, and yield Reactants: C1(=CC=CC=C1)P(C1=CC=CC=C1)C1=CC=CC=C1 (Triphenyl phosphine), C(=O)(OC(C)(C)C)N1C(COCC1)C(=O)O (4-N-boc-3-morpholinecarboxylic acid), N(=NC(=O)OC(C)C)C(=O)OC(C)C (diisopropyl azodicarboxylate), OC=1C=CC2=C(C=C(O2)C(=O)OCC)C1 (ethyl 5-hydroxybenzofuran carboxylate). Run in ClCCl (dichloromethane). Run at time 15 minute. Product: C(=O)(OC(C)(C)C)N1CC(OCC1)COC=1C=CC2=C(C=C(O2)C(=O)OCC)C1 (ethyl 5-(4-Boc-morpholin-2-ylmethoxy)-benzofuran-2-carboxylate). RXN SMILES: C1(P([C:14]2[CH:19]=[CH:18]C=CC=2)C2C=CC=CC=2)C=CC=CC=1.N(C(OC(C)C)=O)=NC(OC(C)C)=O.[OH:34][C:35]1[CH:36]=[CH:37][C:38]2[O:42][C:41]([C:43]([O:45][CH2:46][CH3:47])=[O:44])=[CH:40][C:39]=2[CH:48]=1.[C:49]([N:56]1CC[O:59][CH2:58][CH:57]1C(O)=O)([O:51][C:52]([CH3:55])([CH3:54])[CH3:53])=[O:50]>ClCCl>[C:49]([N:56]1[CH2:57][CH2:58][O:59][CH:19]([CH2:14][O:34][C:35]2[CH:36]=[CH:37][C:38]3[O:42][C:41]([C:43]([O:45][CH2:46][CH3:47])=[O:44])=[CH:40][C:39]=3[CH:48]=2)[CH2:18]1)([O:51][C:52]([CH3:53])([CH3:54])[CH3:55])=[O:50]. Procedure: Triphenyl phosphine polymer bound (8.96 mmol) was suspended in anhydrous dichloromethane (20 ml) then diisopropyl azodicarboxylate (7.76 mmol) was added and the mixture was stirred for 15 minutes at room temperature. Then ethyl 5-hydroxybenzofuran carboxylate (5.97 mmol) was added over 5 minutes followed by the addition of 4-N-boc-3-morpholinecarboxylic acid (5.97 mmol) over 5 minutes too. The mixture was stirred at room temperature over night. The solvent was evaporated under vacuo and the resi... The reactants are C(C)OC(C[C@H](NC(CN1C(C(CC1)CCC1=NC=2NCCCC2C=C1)=O)=O)C#C)=O ((2-Oxo-3-(2-(5,6,7,8-tetrahydro[1,8]-naphthyridin-2-yl)ethyl)pyrrolidin-1-yl)acetyl-3(S)-ethynyl-β-alanine ethyl ester), [OH-].[Na+] (NaOH). Run in C(C)O (ethanol). Conditions: time 1 hour. Yields the product CCOC(=O)C.CCO.[NH4+].[OH-].O (EtOAc EtOH NH4OH H2O), O=C1N(CCC1CCC1=NC=2NCCCC2C=C1)CC(=O)N[C@@H](CC(=O)O)C#C ((2-Oxo-3-(2-(5 ,6,7,8-tetrahydro[1,8]-naphthyridin-2-yl)ethyl)pyrrolidin-1-yl)acetyl-3(S)-ethynyl-β-alanine). Reaction SMILES: [CH2:1]([O:3][C:4](=[O:31])[CH2:5][C@@H:6]([C:29]#[CH:30])[NH:7][C:8](=[O:28])[CH2:9][N:10]1[CH2:14][CH2:13][CH:12]([CH2:15][CH2:16][C:17]2[CH:26]=[CH:25][C:24]3[CH2:23][CH2:22][CH2:21][NH:20][C:19]=3[N:18]=2)[C:11]1=[O:27])[CH3:2].[OH-:32].[Na+]>C(O)C>[CH3:2][CH2:1][O:3][C:4]([CH3:5])=[O:31].[CH3:2][CH2:1][OH:3].[NH4+:7].[OH-:32].[OH2:3].[O:27]=[C:11]1[CH:12]([CH2:15][CH2:16][C:17]2[CH:26]=[CH:25][C:24]3[CH2:23][CH2:22][CH2:21][NH:20][C:19]=3[N:18]=2)[CH2:13][CH2:14][N:10]1[CH2:9][C:8]([NH:7][C@H:6]([C:29]#[CH:30])[CH2:5][C:4]([OH:31])=[O:3])=[O:28] |f:1.2,4.5.6.7.8|. Procedure details: A mixture of 2-11 (0.1 g, 0.15 mmol), 1N NaOH (300 μL, and ethanol (1 mL) was stirred at ambient temperature for 1 hr. Concentration and then flash chromagraphy (silica, 25:10:1:1→15:10:1:1 EtOAc/EtOH/NH4OH/H2O) gave 2-13 as a white solid. The reactants are C(=O)C1=CC=C(C=C2C(NC(S2)=O)=O)C=C1 (5-(4-formylbenzylidene)-2,4-thiazolidinedione), ClC=1C(=C(C=C(C1)Cl)N)N (3,5-dichloro-1,2-phenylenediamine). The product is ClC1=CC(=CC=2N=C(NC21)C2=CC=C(C=C2)C=C2C(NC(S2)=O)=O)Cl (4,6-Dichloro-2-[4-[(2,4-dioxothiazolidin-5-ylidene)methyl]phenyl]benzimidazole). Reaction SMILES: [CH:1]([C:3]1[CH:16]=[CH:15][C:6]([CH:7]=[C:8]2[S:12][C:11](=[O:13])[NH:10][C:9]2=[O:14])=[CH:5][CH:4]=1)=O.[Cl:17][C:18]1[C:19]([NH2:26])=[C:20]([NH2:25])[CH:21]=[C:22]([Cl:24])[CH:23]=1>>[Cl:17][C:18]1[C:19]2[NH:26][C:1]([C:3]3[CH:16]=[CH:15][C:6]([CH:7]=[C:8]4[S:12][C:11](=[O:13])[NH:10][C:9]4=[O:14])=[CH:5][CH:4]=3)=[N:25][C:20]=2[CH:21]=[C:22]([Cl:24])[CH:23]=1. Procedure details: 4,6-Dichloro-2-[4-[(2,4-dioxothiazolidin-5-ylidene)methyl]phenyl]benzimidazole was prepared from 5-(4-formylbenzylidene)-2,4-thiazolidinedione and 3,5-dichloro-1,2-phenylenediamine by following General Procedure 2. Starting materials: [N+](=O)([O-])C=1C=C(CN)C=CC1 (3-nitrobenzylamine), ClC=1C2=C(N=C(N1)C=1C=NC=CC1)SC(=C2)CC (4-chloro-2-(pyridin-3-yl)-6-ethyl-thieno-[2,3-d]-pyrimidine). Product: N1=CC(=CC=C1)C=1N=C(C2=C(N1)SC(=C2)CC)NCC2=CC(=CC=C2)[N+](=O)[O-] (2-(pyridin-3-yl)-4-(3-nitrobenzylamino)-6-ethyl-thieno-[2,3-d]-pyrimidine). As a reaction SMILES: [N+:1]([C:4]1[CH:5]=[C:6]([CH:9]=[CH:10][CH:11]=1)[CH2:7][NH2:8])([O-:3])=[O:2].Cl[C:13]1[C:14]2[CH:27]=[C:26]([CH2:28][CH3:29])[S:25][C:15]=2[N:16]=[C:17]([C:19]2[CH:20]=[N:21][CH:22]=[CH:23][CH:24]=2)[N:18]=1>>[N:21]1[CH:22]=[CH:23][CH:24]=[C:19]([C:17]2[N:18]=[C:13]([NH:8][CH2:7][C:6]3[CH:9]=[CH:10][CH:11]=[C:4]([N+:1]([O-:3])=[O:2])[CH:5]=3)[C:14]3[CH:27]=[C:26]([CH2:28][CH3:29])[S:25][C:15]=3[N:16]=2)[CH:20]=1. Procedure: With the procedure of Example 1, the reaction of 3-nitrobenzylamine with 4-chloro-2-(pyridin-3-yl)-6-ethyl-thieno-[2,3-d]-pyrimidine yields 2-(pyridin-3-yl)-4-(3-nitrobenzylamino)-6-ethyl-thieno-[2,3-d]-pyrimidine. Starting materials: ice, N[C@H](C(=O)O)CCC(=O)N[C@@H](CS)C(=O)NCC(=O)O (glutathione), N(=O)[O-].[Na+] (NaNO2). Run in Cl (HCl). Yields the product C(CC(=O)N[C@@H](CSN=O)C(=O)NCC(=O)O)[C@@H](C(=O)O)N (GSNO). Yield: 80.0%. Reaction SMILES: [NH2:1][C@@H:2]([CH2:6][CH2:7][C:8]([NH:10][C@H:11]([C:14]([NH:16][CH2:17][C:18]([OH:20])=[O:19])=[O:15])[CH2:12][SH:13])=[O:9])[C:3]([OH:5])=[O:4].[N:21]([O-])=[O:22].[Na+]>Cl>[CH2:6]([C@H:2]([NH2:1])[C:3]([OH:5])=[O:4])[CH2:7][C:8]([NH:10][C@H:11]([C:14]([NH:16][CH2:17][C:18]([OH:20])=[O:19])=[O:15])[CH2:12][S:13][N:21]=[O:22])=[O:9] |f:1.2|. Procedure details: Briefly, to a stirred ice-cold solution of glutathione (GSH) (154 mg, 0.5 mmol) in 5 ml of 0.2 N HCl was added a portion of NaNO2 (35 mg, 0.5 mmol). This reaction gives GSNO in a high yield of more than 80%. The final red solution was protected from light with aluminum foil and stable in the dark, which allow it to be used directly after synthesis without purification. Run in C1(=CC=CC=C1)C (toluene). Reactants: Cl (HCl), COC(N(C)C)OC (N,N-dimethylformamide dimethyl acetal), N1CCNCCNCCNCC1 (1,4,7,10-tetraazacyclododecane), IC1=C(C(=C(C(=C1COCC1OC1)I)COCC1OC1)I)COCC1OC1 (1,3,5-triiodo-2,4,6-tris-(oxiranylmethoxymethyl)benzene). Reaction SMILES: CO[CH:3](OC)[N:4]([CH3:6])[CH3:5].[NH:9]1[CH2:20][CH2:19][NH:18][CH2:17][CH2:16][NH:15][CH2:14][CH2:13][NH:12][CH2:11][CH2:10]1.[I:21][C:22]1[C:27]([CH2:28][O:29][CH2:30][CH:31]2C[O:32]2)=[C:26]([I:34])[C:25]([CH2:35][O:36][CH2:37][CH:38]2[CH2:40][O:39]2)=[C:24]([I:41])[C:23]=1[CH2:42][O:43][CH2:44][CH:45]1[CH2:47][O:46]1.Cl>C1(C)C=CC=CC=1>[I:34][C:26]1[C:25]([CH2:35][O:36][CH2:37][CH:38]([OH:39])[CH2:40][N:9]2[CH2:20][CH2:19][NH:18][CH2:17][CH2:16][NH:15][CH2:14][CH2:13][NH:12][CH2:11][CH2:10]2)=[C:24]([I:41])[C:23]([CH2:42][O:43][CH2:44][CH:45]([OH:46])[CH2:47][N:9]2[CH2:20][CH2:19][NH:18][CH2:17][CH2:16][NH:15][CH2:14][CH2:13][NH:12][CH2:11][CH2:10]2)=[C:22]([I:21])[C:27]=1[CH2:28][O:29][CH2:30][CH:31]([OH:32])[CH2:6][N:4]1[CH2:3][CH2:17][NH:18][CH2:19][CH2:20][NH:9][CH2:10][CH2:11][NH:12][CH2:13][CH2:5]1. Product: IC1=C(C(=C(C(=C1COCC(CN1CCNCCNCCNCC1)O)I)COCC(CN1CCNCCNCCNCC1)O)I)COCC(CN1CCNCCNCCNCC1)O (1,3,5-Triiodo-{2,4,6-tris[2-hydroxy-3-(1,4,7,10-tetraazacyclododecan-1-yl)propyloxy-methyl]}benzene). Procedure details: 10 ml (75.28 mmol) of N,N-dimethylformamide dimethyl acetal is added to 10 g (58.05 mmol) of 1,4,7,10-tetraazacyclododecane, dissolved in 100 ml of toluene, and it is heated for 2 hours to 120° C. under nitrogen. In this case, a methanol/toluene azeotrope is distilled off continuously. Then, the reaction mixture is concentrated by evaporation at 70° C. in a vacuum, 13.6 g (19.1 mmol) of 1,3,5-triiodo-2,4,6-tris-(oxiranylmethoxymethyl)benzene is added, and it is heated under nitrogen for 24 hours... Run at time 3 hour. Solvent: CCO (EtOH). The reagents and catalysts are [Pd] (Pd on carbon). Procedure details: To a degassed solution of the pyridone 16-5 (243 mg; 0.49 mmol) in EtOH (20 mL) was added 10% Pd on carbon (25 mg) and this was then stirred under an atmosphere of hydrogen gas (balloon) for 3 hours. The mixture was filtered through a pad of celite and the solvent removed to give the title compound (16-6) as a viscous oil which was used as such in the next step. The product is C(C)OC(C[C@@H](C=1C=NC=CC1)NC(CN1C(C(=CC=C1C)N)=O)=O)=O (3-(2-{6-methyl-2-oxo-3-amino-2H-pyridin-1-yl}-acetylamino)-3(S)-pyridin-3-yl-propionic acid ethyl ester). RXN SMILES: [CH2:1]([O:3][C:4](=[O:36])[CH2:5][C@H:6]([NH:13][C:14](=[O:35])[CH2:15][N:16]1[C:21]([CH3:22])=[CH:20][CH:19]=[C:18]([NH:23]C(OCC2C=CC=CC=2)=O)[C:17]1=[O:34])[C:7]1[CH:8]=[N:9][CH:10]=[CH:11][CH:12]=1)[CH3:2]>CCO.[Pd]>[CH2:1]([O:3][C:4](=[O:36])[CH2:5][C@H:6]([NH:13][C:14](=[O:35])[CH2:15][N:16]1[C:21]([CH3:22])=[CH:20][CH:19]=[C:18]([NH2:23])[C:17]1=[O:34])[C:7]1[CH:8]=[N:9][CH:10]=[CH:11][CH:12]=1)[CH3:2]. Reactants: C(C)OC(C[C@@H](C=1C=NC=CC1)NC(CN1C(C(=CC=C1C)NC(=O)OCC1=CC=CC=C1)=O)=O)=O (3-(2-{6-methyl-2-oxo-3-(benzyloxycarbonylamino)-2H-pyridin-1-yl}-acetylamino)-3(S)-pyridin-3-yl-propionic acid ethyl ester).